This data is from the Open Reaction Database (ORD), a public repository of structured organic reaction records. The task is: describe an organic reaction: reactants, conditions, products, and yield Starting materials: N(=C=O)CC1=CC=C(C=C1)N1CCCCC1 (1-[4-(isocyanatomethyl)phenyl]piperidine), CN1N=CC=2C(=CC=CC12)N (1-methyl-1H-indazol-4-amine), N1N=CC=2C(=CC=CC12)N (1H-indazol-4-amine). Yields the product CN1N=CC2=C(C=CC=C12)NC(=O)NCC1=CC=C(C=C1)N1CCCCC1 (N-(1-methyl-1H-indazol-4-yl)-N′-[4-(1-piperidinyl)benzyl]urea). As a reaction SMILES: [N:1]([CH2:4][C:5]1[CH:10]=[CH:9][C:8]([N:11]2[CH2:16][CH2:15][CH2:14][CH2:13][CH2:12]2)=[CH:7][CH:6]=1)=[C:2]=[O:3].[CH3:17][N:18]1[C:26]2[CH:25]=[CH:24][CH:23]=[C:22]([NH2:27])[C:21]=2[CH:20]=[N:19]1.N1C2C=CC=C(N)C=2C=N1>>[CH3:17][N:18]1[C:26]2[C:21](=[C:22]([NH:27][C:2]([NH:1][CH2:4][C:5]3[CH:10]=[CH:9][C:8]([N:11]4[CH2:16][CH2:15][CH2:14][CH2:13][CH2:12]4)=[CH:7][CH:6]=3)=[O:3])[CH:23]=[CH:24][CH:25]=2)[CH:20]=[N:19]1. Procedure: The title compound was prepared using the procedure described in Example 89B using 1-[4-(isocyanatomethyl)phenyl]piperidine and 1-methyl-1H-indazol-4-amine instead of 1-bromo-4-(isocyanatomethyl)benzene and the product from Example 89A. NMR (DMSO-d6) δ 9.43 (s, 1H), 8.37 (s, 1H), 7.82 (d, 2H), 7.69 (d, 1H), 7.63 (m, 3H), 7.22 (t, 1H), 7.11 (t, 1H), 4.40 (d, 2H), 3.99 (s, 3H), 3.50 (m, 4H), 1.98 (m, 4H), 1.67 (m, 2H); MS (ESI) (M+H)+364. The reactants are C(C)(=O)OC1C(C(N1C(C)=O)=O)CCCNC(=NC(=O)OCC1=CC=CC=C1)NC(=O)OCC1=CC=CC=C1 (4-Acetyloxy-3-[3-[N',N"-di(Cbz)guanidino]propyl]-1-acetyl-2-azetidinone), Cl (HCl), [H][H] (hydrogen). Reagents/catalysts: [Pd] (palladium on carbon). The solvent is CO.C(C)(=O)OCC (methanol ethyl acetate). Product: Cl.C(C)(=O)OC1C(C(N1C(C)=O)=O)CCCNC(=N)N (4-Acetyloxy-3-guanidinopropyl-1-acetyl-2-azetidinone hydrochloride salt). The yield is 71.0%. As a reaction SMILES: [C:1]([O:4][CH:5]1[N:8]([C:9](=[O:11])[CH3:10])[C:7](=[O:12])[CH:6]1[CH2:13][CH2:14][CH2:15][NH:16][C:17]([NH:29]C(OCC1C=CC=CC=1)=O)=[N:18]C(OCC1C=CC=CC=1)=O)(=[O:3])[CH3:2].[ClH:40].[H][H]>[Pd].CO.C(OCC)(=O)C>[ClH:40].[C:1]([O:4][CH:5]1[N:8]([C:9](=[O:11])[CH3:10])[C:7](=[O:12])[CH:6]1[CH2:13][CH2:14][CH2:15][NH:16][C:17]([NH2:29])=[NH:18])(=[O:3])[CH3:2] |f:4.5,6.7|. Procedure: A methanol/ethyl acetate (1:1/5 mL:5 mL) solution of compound 40 (420 mg, 0.78 mmol) and 1N HCl (0.76 mL), containing 10% palladium on carbon, was shaken in a Parr hydrogenator at 45 psi hydrogen pressure for 2 h. The suspension was filtered through a pad of Celite, and the filtrate was concentrated to afford 170 mg (71%) of the title product as a mixture of trans and cis (2:1) isomers. Starting materials: COC(C1=CN=C(C=C1)OCC=1C(=NOC1C)C1=C(C=C(C=C1)F)F)=O (6-[3-(2,4-difluoro-phenyl)-5-methyl-isoxazol-4-ylmethoxy]-nicotinic acid methyl ester), NC1CCOCC1 (4-aminotetrahydropyran). The product is FC1=C(C=CC(=C1)F)C1=NOC(=C1COC1=NC=C(C(=O)NC2CCOCC2)C=C1)C (6-[3-(2,4-Difluoro-phenyl)-5-methyl-isoxazol-4-ylmethoxy]-N-(tetrahydro-pyran-4-yl)-nicotinamide). Isolated yield 92.0%. As a reaction SMILES: CO[C:3](=[O:26])[C:4]1[CH:9]=[CH:8][C:7]([O:10][CH2:11][C:12]2[C:13]([C:18]3[CH:23]=[CH:22][C:21]([F:24])=[CH:20][C:19]=3[F:25])=[N:14][O:15][C:16]=2[CH3:17])=[N:6][CH:5]=1.[NH2:27][CH:28]1[CH2:33][CH2:32][O:31][CH2:30][CH2:29]1>>[F:25][C:19]1[CH:20]=[C:21]([F:24])[CH:22]=[CH:23][C:18]=1[C:13]1[C:12]([CH2:11][O:10][C:7]2[CH:8]=[CH:9][C:4]([C:3]([NH:27][CH:28]3[CH2:33][CH2:32][O:31][CH2:30][CH2:29]3)=[O:26])=[CH:5][N:6]=2)=[C:16]([CH3:17])[O:15][N:14]=1. Reported procedure: As described for example 263f, 6-[3-(2,4-difluoro-phenyl)-5-methyl-isoxazol-4-ylmethoxy]-nicotinic acid methyl ester (200 mg, 0.56 mmol) was converted, using 4-aminotetrahydropyran instead of isopropylamine, to the title compound (219 mg, 92%) which was obtained as a white solid. MS: m/e=428.1 [M−H]−. The reactants are Cc1ccc(CC(=O)O)c(OCc2ccccc2)c1, CCO. Yields the product Cc1ccc(CC(=O)O)c(O)c1. Reaction SMILES: [CH3:1][c:2]1[cH:3][c:4]([O:12][CH2:13][c:14]2[cH:15][cH:16][cH:17][cH:18][cH:19]2)[c:5]([CH2:8][C:9](=[O:10])[OH:11])[cH:6][cH:7]1.[CH3:20][CH2:21][OH:22]>>[CH3:1][c:2]1[cH:3][c:4]([OH:12])[c:5]([CH2:8][C:9](=[O:10])[OH:11])[cH:6][cH:7]1.